The task is: describe an organic reaction: reactants, conditions, products, and yield. This data is from the Open Reaction Database (ORD), a public repository of structured organic reaction records. The reactants are Cn1nc(-c2ccc(N)cc2)c2ccccc2c1=O, CS(=O)(=O)Cl, ClCCl, Cl, c1ccncc1. The product is Cn1nc(-c2ccc(NS(C)(=O)=O)cc2)c2ccccc2c1=O. RXN SMILES: [CH3:1][n:2]1[c:3](=[O:19])[c:4]2[cH:5][cH:6][cH:7][cH:8][c:9]2[c:10](-[c:12]2[cH:13][cH:14][c:15]([NH2:18])[cH:16][cH:17]2)[n:11]1.[CH3:26][S:27]([Cl:28])(=[O:29])=[O:30].[Cl:32][CH2:33][Cl:34].[ClH:31].[cH:20]1[cH:21][cH:22][n:23][cH:24][cH:25]1>>[CH3:1][n:2]1[c:3](=[O:19])[c:4]2[cH:5][cH:6][cH:7][cH:8][c:9]2[c:10](-[c:12]2[cH:13][cH:14][c:15]([NH:18][S:27]([CH3:26])(=[O:29])=[O:30])[cH:16][cH:17]2)[n:11]1. The reactants are C12(CC3CC(CC(C1)C3)C2)CN=C=O (1-adamantylmethyl isocyanate), FC=1C(NC(NC1)=O)=O (5-fluorouracil), resultant mixture. Run in CN(C(C)=O)C (N,N-dimethylacetamide), C(C)(=O)OCC (ethyl acetate). Run at time 3 hour. The product is C12(CC3CC(CC(C1)C3)C2)CNC(=O)N2C(=O)NC(=O)C(=C2)F (1-[N-(1-adamantylmethyl)carbamoyl]-5-fluorouracil). Reaction SMILES: [C:1]12([CH2:11][N:12]=[C:13]=[O:14])[CH2:10][CH:5]3[CH2:6][CH:7]([CH2:9][CH:3]([CH2:4]3)[CH2:2]1)[CH2:8]2.[F:15][C:16]1[C:17](=[O:23])[NH:18][C:19](=[O:22])[NH:20][CH:21]=1>CN(C)C(=O)C.C(OCC)(=O)C>[C:1]12([CH2:11][NH:12][C:13]([N:20]3[CH:21]=[C:16]([F:15])[C:17](=[O:23])[NH:18][C:19]3=[O:22])=[O:14])[CH2:10][CH:5]3[CH2:6][CH:7]([CH2:9][CH:3]([CH2:4]3)[CH2:2]1)[CH2:8]2. Reported procedure: To the above solution of 1-adamantylmethyl isocyanate was added a solution of 5-fluorouracil (2.60 g) in N,N-dimethylacetamide (20 ml) at 80° C. and stirred for further 3 hours at the same temperature. The resultant mixture was diluted with ethyl acetate (200 ml), washed with water (each 30 ml., 3 times), dried over magnesium sulfate, treated with activated charcoal, filtered and evaporated in vacuo. The residue was recrystallized from diethyl ether to give 1-[N-(1-adamantylmethyl)carbamoyl]-5-f... Reactants: C1(=CC=CC=C1)C(C#N)(CCN1C2CCC(C1)CC2)C2=CC=CC=C2 (2,2-diphenyl-4-(2-azabicyclo[2.2.2]oct-2-yl)butyronitrile), [N-]=[N+]=[N-].[Na+] (sodium azide). The solvent is CN(C)C=O (DMF). Product: C1(=CC=CC=C1)C(CCN1C2CCC(C1)CC2)(C2=CC=CC=C2)C2=NN=NN2 (5-[1,1-diphenyl-3-(2-azabicyclo[2.2.2]oct-2-yl)propyl]-1H-tetrazole). RXN SMILES: [C:1]1([C:7]([C:20]2[CH:25]=[CH:24][CH:23]=[CH:22][CH:21]=2)([CH2:10][CH2:11][N:12]2[CH2:17][CH:16]3[CH2:18][CH2:19][CH:13]2[CH2:14][CH2:15]3)[C:8]#[N:9])[CH:6]=[CH:5][CH:4]=[CH:3][CH:2]=1.[N-:26]=[N+:27]=[N-:28].[Na+]>CN(C=O)C>[C:20]1([C:7]([C:8]2[NH:28][N:27]=[N:26][N:9]=2)([C:1]2[CH:2]=[CH:3][CH:4]=[CH:5][CH:6]=2)[CH2:10][CH2:11][N:12]2[CH2:17][CH:16]3[CH2:15][CH2:14][CH:13]2[CH2:19][CH2:18]3)[CH:21]=[CH:22][CH:23]=[CH:24][CH:25]=1 |f:1.2|. Reported procedure: Thus 2,2-diphenyl-4-(2-azabicyclo[2.2.2]oct-2-yl)butyronitrile described in U.S. Pat. No. 3,318,869 is reacted with sodium azide in DMF to provide 5-[1,1-diphenyl-3-(2-azabicyclo[2.2.2]oct-2-yl)propyl]-1H-tetrazole. This tetrazole is reacted with ethyl chloroglyoxylate in pyridine at -6° C to provide ethyl [1,1-diphenyl-3-(2-azabicyclo[2.2.2]oct-2-yl)propyl]-1,3,4-oxadiazole-2-carboxylate hydrochloride. This ester is hydrolysed in aqueous potassium hydroxide to provide 5-[1,1-diphenyl-3-(2-azabi... Starting materials: NS(=O)(=O)c1cc(CO)ccc1Cl, C1CCOC1, O=[Mn]=O. Product: NS(=O)(=O)c1cc(C=O)ccc1Cl. As a reaction SMILES: [Cl:1][c:2]1[c:3]([S:10](=[O:11])(=[O:12])[NH2:13])[cH:4][c:5]([CH2:8][OH:9])[cH:6][cH:7]1.[O:14]1[CH2:15][CH2:16][CH2:17][CH2:18]1.[O:19]=[Mn:20]=[O:21]>>[Cl:1][c:2]1[c:3]([S:10](=[O:11])(=[O:12])[NH2:13])[cH:4][c:5]([CH:8]=[O:9])[cH:6][cH:7]1. The reactants are CC1(OB(OC1(C)C)C=1C=C(C=C(C1)B1OC(C(O1)(C)C)(C)C)C1=NC(=NC(=N1)C1=CC=C(C=C1)C(C)(C)C)C1=CC=C(C=C1)C(C)(C)C)C (2-[3,5-bis(4,4,5,5-tetramethyl-1,3,2-dioxaborolan-2-yl)-phenyl]-4,6-bis(4-tert-butylphenyl)-1,3,5-triazine), C([O-])([O-])=O.[Na+].[Na+] (sodium carbonate), ClC1=NC2=C3N=CC=CC3=CC=C2C=C1 (2-chloro-1,10-phenanthroline), [Cl-].[Li+] (lithium chloride). The reagents and catalysts are [Pd].C1(=CC=CC=C1)P(C1=CC=CC=C1)C1=CC=CC=C1.C1(=CC=CC=C1)P(C1=CC=CC=C1)C1=CC=CC=C1.C1(=CC=CC=C1)P(C1=CC=CC=C1)C1=CC=CC=C1.C1(=CC=CC=C1)P(C1=CC=CC=C1)C1=CC=CC=C1 (tetrakis(triphenylphosphine) palladium). Run in C1(=CC=CC=C1)C (toluene), C(C)O (ethanol). Conditions: temperature 100 celsius, time 88 hour. Yields the product N1=C(C=CC2=CC=C3C=CC=NC3=C12)C=1C=C(C=C(C1)C1=NC2=C3N=CC=CC3=CC=C2C=C1)C1=NC(=NC(=N1)C1=CC=C(C=C1)C(C)(C)C)C1=CC=C(C=C1)C(C)(C)C (2-[3,5-bis(1,10-phenanthrolin-2-yl)phenyl]-4,6-bis(4-tert-butylphenyl)-1,3,5-triazine). Reaction SMILES: CC1(C)C(C)(C)OB([C:9]2[CH:10]=[C:11]([C:24]3[N:29]=[C:28]([C:30]4[CH:35]=[CH:34][C:33]([C:36]([CH3:39])([CH3:38])[CH3:37])=[CH:32][CH:31]=4)[N:27]=[C:26](C4C=CC(C(C)(C)C)=CC=4)[N:25]=3)[CH:12]=[C:13](B3OC(C)(C)C(C)(C)O3)[CH:14]=2)O1.Cl[C:52]1[CH:65]=[CH:64][C:63]2[C:54](=[C:55]3[C:60](=[CH:61][CH:62]=2)[CH:59]=[CH:58][CH:57]=[N:56]3)[N:53]=1.[Cl-].[Li+].C(=O)([O-])[O-].[Na+].[Na+]>[Pd].C1(P(C2C=CC=CC=2)C2C=CC=CC=2)C=CC=CC=1.C1(P(C2C=CC=CC=2)C2C=CC=CC=2)C=CC=CC=1.C1(P(C2C=CC=CC=2)C2C=CC=CC=2)C=CC=CC=1.C1(P(C2C=CC=CC=2)C2C=CC=CC=2)C=CC=CC=1.C(O)C.C1(C)C=CC=CC=1>[N:53]1[C:54]2[C:63](=[CH:62][CH:61]=[C:60]3[C:55]=2[N:56]=[CH:57][CH:58]=[CH:59]3)[CH:64]=[CH:65][C:52]=1[C:9]1[CH:14]=[C:13]([C:26]2[N:27]=[C:28]([C:30]3[CH:35]=[CH:34][C:33]([C:36]([CH3:37])([CH3:38])[CH3:39])=[CH:32][CH:31]=3)[N:29]=[C:24]([C:11]3[CH:10]=[CH:9][C:14]([C:30]([CH3:35])([CH3:31])[CH3:28])=[CH:13][CH:12]=3)[N:25]=2)[CH:12]=[C:11]([C:57]2[CH:58]=[CH:59][C:60]3[C:55](=[C:54]4[C:63](=[CH:62][CH:61]=3)[CH:64]=[CH:65][CH:52]=[N:53]4)[N:56]=2)[CH:10]=1 |f:2.3,4.5.6,7.8.9.10.11|. Reported procedure: In a stream of argon, 168 mg of 2-[3,5-bis(4,4,5,5-tetramethyl-1,3,2-dioxaborolan-2-yl)-phenyl]-4,6-bis(4-tert-butylphenyl)-1,3,5-triazine, 129 mg of 2-chloro-1,10-phenanthroline, 32 mg of lithium chloride and 23 mg of tetrakis(triphenylphosphine) palladium were suspended in a toluene (6.0 mL)/ethanol (1.5 mL) mixed solvent. 1.0 mL of a 2.0 M aqueous sodium carbonate solution was added in the obtained suspension, and the mixture was stirred at 100° C. for 88 hours. Then the reaction mixture was ... The reactants are BrCc1ccccc1, C=CCOn1c(=O)[nH]c2cc(F)c(F)cc2c1=O, [H-], [Na+], CN(C)C=O. Product: C=CCOn1c(=O)c2cc(F)c(F)cc2n(Cc2ccccc2)c1=O. As a reaction SMILES: [Br:21][CH2:22][c:23]1[cH:24][cH:25][cH:26][cH:27][cH:28]1.[CH2:1]([CH:2]=[CH2:3])[O:4][n:5]1[c:6](=[O:18])[nH:7][c:8]2[cH:9][c:10]([F:17])[c:11]([F:16])[cH:12][c:13]2[c:14]1=[O:15].[H-:19].[Na+:20].[O:29]=[CH:30][N:31]([CH3:32])[CH3:33]>>[CH2:1]([CH:2]=[CH2:3])[O:4][n:5]1[c:6](=[O:18])[n:7]([CH2:22][c:23]2[cH:24][cH:25][cH:26][cH:27][cH:28]2)[c:8]2[cH:9][c:10]([F:17])[c:11]([F:16])[cH:12][c:13]2[c:14]1=[O:15]. Reactants: ClC(=CC1=CC=C2C(=CC(OC2=C1)=O)C)C (7-(2-chloro propenyl)-4-methyl coumarin), C(CCC)(=O)OC(CCC)=O (n-butyric anhydride). The solvent is p-disopropyl-benzene. Reaction conditions: temperature 180 celsius. Yields the product ClCC=CC=1C(=CC=C2C(=CC(OC12)=O)C)O (8-chloropropenyl-7-hydroxy-4-methylcoumarin). Reaction SMILES: [Cl:1][C:2](C)=[CH:3][C:4]1[CH:13]=[C:12]2C(C(C)=CC(=O)[O:11]2)=CC=1.[C:17]([O:22][C:23](=[O:27])[CH2:24][CH2:25][CH3:26])(=O)[CH2:18][CH2:19][CH3:20]>>[Cl:1][CH2:2][CH:3]=[CH:4][C:13]1[C:12]([OH:11])=[CH:20][CH:19]=[C:18]2[C:17]=1[O:22][C:23](=[O:27])[CH:24]=[C:25]2[CH3:26]. Procedure details: A solution of 7-(2-chloro propenyl)-4-methyl coumarin (120 g, 0.48 mol) in a mixture of p-disopropyl-benzene (1 L) and n-butyric anhydride 160 mL was heated to 180° C. for 24 hours. The organic layer was evaporated under reduced pressure and residue recrystallizated from ethanol to afford 75 g of the desired compound. Starting materials: O1C(NCC1)=O (oxazolidinone), N1=CC=CC=C1 (pyridine), [C@@H]12OC[C@@H](N(C1)C1=C(C=C(C=C1)N1C(O[C@H](C1)CN=[N+]=[N-])=O)F)C2 ((R)-[[3-[4-[(1S,4S)-2-oxa-5-azabicyclo[2.2.1]heptan-5-yl]-3-fluorophenyl]-2-oxo-5-oxazolidinyl]methyl]azide), C(C)(=O)OC(C)=O (acetic anhydride). Reagents/catalysts: [Pd] (palladium/carbon). The solvent is CO.C(Cl)(Cl)Cl (MeOH CHCl3), CO.C(Cl)(Cl)Cl (MeOH CHCl3), CO (MeOH), C(Cl)Cl (CH2Cl2). Conditions: time 3 hour. Product: [C@@H]12OC[C@@H](N(C1)C1=C(C=C(C=C1)N1C(O[C@H](C1)CNC(C)=O)=O)F)C2 ((S)-N-[[3-[4-[(1S,4S)-2-oxa-5-azabicyclo[2.2.1]heptan-5-yl]-3-fluorophenyl]-2-oxo-5-oxazolidinyl]methyl]acetamide). RXN SMILES: [C@H:1]12[CH2:24][C@H:4]([N:5]([C:7]3[CH:12]=[CH:11][C:10]([N:13]4[CH2:17][C@H:16]([CH2:18][N:19]=[N+]=[N-])[O:15][C:14]4=[O:22])=[CH:9][C:8]=3[F:23])[CH2:6]1)[CH2:3][O:2]2.N1C=CC=CC=1.[C:31](OC(=O)C)(=[O:33])[CH3:32].O1CCNC1=O>CO.C(Cl)Cl.[Pd].CO.C(Cl)(Cl)Cl>[C@H:1]12[CH2:24][C@H:4]([N:5]([C:7]3[CH:12]=[CH:11][C:10]([N:13]4[CH2:17][C@H:16]([CH2:18][NH:19][C:31](=[O:33])[CH3:32])[O:15][C:14]4=[O:22])=[CH:9][C:8]=3[F:23])[CH2:6]1)[CH2:3][O:2]2 |f:7.8|. Reported procedure: A solution of (R)-[[3-[4-[(1S,4S)-2-oxa-5-azabicyclo[2.2.1]heptan-5-yl]-3-fluorophenyl]-2-oxo-5-oxazolidinyl]methyl]azide (0.652 g, 1.96 mmol) in MeOH (20 mL) and CH2Cl2 (10 mL) was treated with 10% palladium/carbon (0.095 g) under a N2 stream. The atmosphere was then replaced with H2 (balloon) by repeated evacuation and filling and the mixture stirred at ambient temperature under H2. After 3 h, TLC analysis (5% MeOH/CHCl3) revealed the reduction to be complete. The reaction mixture was filtered... Reactants: ClC=1C=CC=2N(N1)C(=CN2)CC=2C=C1C=CC=NC1=CC2F (6-(6-chloro-imidazo[1,2-b]pyridazin-3-ylmethyl)-7-fluoro-quinoline), C(C)(C)(C)OC(=O)N1CCC(CC1)N1N=CC(=C1)B1OC(C(O1)(C)C)(C)C (4-[4-(4,4,5,5-tetramethyl-[1,3,2]dioxaborolan-2-yl)-pyrazol-1-yl]-piperidine-1-carboxylic acid tert-butyl ester), C(=O)([O-])[O-].[K+].[K+] (K2CO3). Reagents/catalysts: Cl[Pd]([P](C1=CC=CC=C1)(C2=CC=CC=C2)C3=CC=CC=C3)([P](C4=CC=CC=C4)(C5=CC=CC=C5)C6=CC=CC=C6)Cl (Pd(PPh3)2Cl2). The solvent is COCCOC (DME). Reaction conditions: temperature 90 celsius. The product is C(C)(C)(C)OC(=O)N1CCC(CC1)N1N=CC(=C1)C=1C=CC=2N(N1)C(=CN2)CC=2C=C1C=CC=NC1=CC2F (4-{4-[3-(7-Fluoro-quinolin-6-ylmethyl)-imidazo[1,2-b]pyridazin-6-yl]-pyrazol-1-yl}-piperidine-1-carboxylic acid tert-butyl ester). As a reaction SMILES: Cl[C:2]1[CH:3]=[CH:4][C:5]2[N:6]([C:8]([CH2:11][C:12]3[CH:13]=[C:14]4[C:19](=[CH:20][C:21]=3[F:22])[N:18]=[CH:17][CH:16]=[CH:15]4)=[CH:9][N:10]=2)[N:7]=1.[C:23]([O:27][C:28]([N:30]1[CH2:35][CH2:34][CH:33]([N:36]2[CH:40]=[C:39](B3OC(C)(C)C(C)(C)O3)[CH:38]=[N:37]2)[CH2:32][CH2:31]1)=[O:29])([CH3:26])([CH3:25])[CH3:24].C([O-])([O-])=O.[K+].[K+]>Cl[Pd](Cl)([P](C1C=CC=CC=1)(C1C=CC=CC=1)C1C=CC=CC=1)[P](C1C=CC=CC=1)(C1C=CC=CC=1)C1C=CC=CC=1.COCCOC>[C:23]([O:27][C:28]([N:30]1[CH2:31][CH2:32][CH:33]([N:36]2[CH:40]=[C:39]([C:2]3[CH:3]=[CH:4][C:5]4[N:6]([C:8]([CH2:11][C:12]5[CH:13]=[C:14]6[C:19](=[CH:20][C:21]=5[F:22])[N:18]=[CH:17][CH:16]=[CH:15]6)=[CH:9][N:10]=4)[N:7]=3)[CH:38]=[N:37]2)[CH2:34][CH2:35]1)=[O:29])([CH3:26])([CH3:24])[CH3:25] |f:2.3.4,^1:58,77|. Reported procedure: A microwave tube was charged with 6-(6-chloro-imidazo[1,2-b]pyridazin-3-ylmethyl)-7-fluoro-quinoline (Stage 180.2, 500 mg, 1.599 mmol), 4-[4-(4,4,5,5-tetramethyl-[1,3,2]dioxaborolan-2-yl)-pyrazol-1-yl]-piperidine-1-carboxylic acid tert-butyl ester (prepared as described in published patent application WO 2007/066185 p. 9 & 10; 905 mg, 2.398 mmol), Pd(PPh3)2Cl2 (56 mg), 2 M K2CO3 (2.158 mL) and DME (5 mL) and was heated at 90° C. for 2 h under stirring. The RM was extracted with EtOAc and aqueous... Yields the product CC(C(=O)O)C(C)[Ge](Cl)(Cl)Cl (2-methyl-3-(trichlorogermyl)butanoic acid). As a reaction SMILES: [CH3:1]/[C:2](=[CH:6]\[CH3:7])/[C:3]([OH:5])=[O:4].[Cl:8][GeH:9]([Cl:11])[Cl:10]>C(OCC)C>[CH3:1][CH:2]([CH:6]([Ge:9]([Cl:11])([Cl:10])[Cl:8])[CH3:7])[C:3]([OH:5])=[O:4]. The reactants are C/C(/C(=O)O)=C\C ((E)-2-methyl-2-butenoic acid), Cl[GeH](Cl)Cl (trichlorogermane). Yield: 76.5%. Conditions: time 2 hour. Run in C(C)OCC (ethyl ether). Reported procedure: 20.02 g (0.2 mol) of (E)-2-methyl-2-butenoic acid was dissolved in 100 ml of dry ethyl ether. 36.0 g (0.2 mol) of trichlorogermane was added to the solution and stirred for 2 hrs. Crystals thus formed were recrystallized from n-hexane to obtain 42.86 g (yield: 76.5%) of 2-methyl-3-(trichlorogermyl)butanoic acid in the form of colorless plate.